This data is from the Open Reaction Database (ORD), a public repository of structured organic reaction records. The task is: describe an organic reaction: reactants, conditions, products, and yield Reactants: BrC1=CC=C(C=N1)C(C(=O)NCC(C)C)(C)C (2-(6-bromopyridin-3-yl)-N-isobutyl-2-methylpropanamide), CC1(OB(OC1(C)C)C=1C=NC=C(C#N)C1)C (5-(4,4,5,5-tetramethyl-1,3,2-dioxaborolan-2-yl)nicotinonitrile), ( 323 ). Product: C(#N)C=1C=C(C=NC1)C1=NC=C(C=C1)C(C(=O)NCC(C)C)(C)C (2-(5′-cyano-2,3′-bipyridin-5-yl)-N-isobutyl-2-methylpropanamide). Yield: 47.0%. RXN SMILES: Br[C:2]1[N:7]=[CH:6][C:5]([C:8]([CH3:17])([CH3:16])[C:9]([NH:11][CH2:12][CH:13]([CH3:15])[CH3:14])=[O:10])=[CH:4][CH:3]=1.CC1(C)C(C)(C)OB([C:26]2[CH:27]=[N:28][CH:29]=[C:30]([CH:33]=2)[C:31]#[N:32])O1>>[C:31]([C:30]1[CH:33]=[C:26]([C:2]2[CH:3]=[CH:4][C:5]([C:8]([CH3:17])([CH3:16])[C:9]([NH:11][CH2:12][CH:13]([CH3:15])[CH3:14])=[O:10])=[CH:6][N:7]=2)[CH:27]=[N:28][CH:29]=1)#[N:32]. Procedure details: Prepared in a similar manner to Example 23 from 2-(6-bromopyridin-3-yl)-N-isobutyl-2-methylpropanamide (example 40a) and 5-(4,4,5,5-tetramethyl-1,3,2-dioxaborolan-2-yl)nicotinonitrile. Yield: 47%. 1H NMR (400 MHz, dMSO): δ 0.72-0.74 (d, 6H), 1.51 (s, 6H), 1.66-1.69 (m, 1H), 2.82-2.86 (m, 2H), 7.62-7.64 (m, 1H), 7.82-7.85 (m, 1H), 8.10-8.12 (d, 1H), 8.65-8.66 (d, 1H), 8.89-8.90 (t,1H), 9.05-9.06 (d, 1H), 9.50-9.51 (d, 1H); MS+H (323).